From a dataset of the Open Reaction Database (ORD), a public repository of structured organic reaction records. describe an organic reaction: reactants, conditions, products, and yield Starting materials: CS(C)=O, N#C[K], CCCc1c(OCc2ccc(CBr)cc2)ccc(C(C)=O)c1O. The product is CCCc1c(OCc2ccc(CC#N)cc2)ccc(C(C)=O)c1O. RXN SMILES: [CH3:27][S:28]([CH3:29])=[O:30].[K:24][C:25]#[N:26].[OH:1][c:2]1[c:3]([C:21]([CH3:22])=[O:23])[cH:4][cH:5][c:6]([O:11][CH2:12][c:13]2[cH:14][cH:15][c:16]([CH2:19][Br:20])[cH:17][cH:18]2)[c:7]1[CH2:8][CH2:9][CH3:10]>>[OH:1][c:2]1[c:3]([C:21]([CH3:22])=[O:23])[cH:4][cH:5][c:6]([O:11][CH2:12][c:13]2[cH:14][cH:15][c:16]([CH2:19][C:25]#[N:26])[cH:17][cH:18]2)[c:7]1[CH2:8][CH2:9][CH3:10]. Starting materials: SC=1SC2=C(N1)C=CC=C2 (mercaptobenzothiazole), C=O (paraformaldehyde), COC1=C(C(=CC=C1)OC)O (2,6-dimethoxyphenol). Reagents/catalysts: C(CCC)NCCCC (dibutylamine). Run in C(C)O (ethanol). Yields the product COC=1C=C(CN2C(SC3=C2C=CC=C3)=S)C=C(C1O)OC (3-(3,5-dimethoxy-4-hydroxybenzyl)-benzothiazole-2-thione). Yield: 82.0%. As a reaction SMILES: [SH:1][C:2]1[S:3][C:4]2[CH:10]=[CH:9][CH:8]=[CH:7][C:5]=2[N:6]=1.[CH2:11]=O.[CH3:13][O:14][C:15]1[CH:20]=[CH:19][CH:18]=[C:17]([O:21][CH3:22])[C:16]=1[OH:23]>C(NCCCC)CCC.C(O)C>[CH3:22][O:21][C:17]1[CH:18]=[C:19]([CH:20]=[C:15]([O:14][CH3:13])[C:16]=1[OH:23])[CH2:11][N:6]1[C:5]2[CH:7]=[CH:8][CH:9]=[CH:10][C:4]=2[S:3][C:2]1=[S:1]. Procedure details: 16.7 g of mercaptobenzothiazole, 3.0 g of paraformaldehyde, 15.4 g of 2,6-dimethoxyphenol and 1 g dibutylamine are heated at 110°, with rapid stirring, for 2 hours. 50 ml of ethanol are added and the mixture cooled to 10° thereby obtaining 27.3 g of 3-(3,5-dimethoxy-4-hydroxybenzyl)-benzothiazole-2-thione (compound No. 8) melting at 141°-142°. Reactants: Fc1cccc(-c2nc3cc(CCl)ccc3o2)c1, OCc1ccc2oc(-c3ccc(F)cc3)nc2c1. Yields the product Fc1ccc(-c2nc3cc(CCl)ccc3o2)cc1. RXN SMILES: [Cl:19][CH2:20][c:21]1[cH:22][cH:23][c:24]2[o:25][c:26](-[c:27]3[cH:28][cH:29][cH:30][c:31]([F:32])[cH:33]3)[n:34][c:35]2[cH:36]1.[F:1][c:2]1[cH:3][cH:4][c:5](-[c:8]2[o:9][c:10]3[c:11]([n:12]2)[cH:13][c:14]([CH2:17][OH:18])[cH:15][cH:16]3)[cH:6][cH:7]1>>[F:1][c:2]1[cH:3][cH:4][c:5](-[c:8]2[o:9][c:10]3[c:11]([n:12]2)[cH:13][c:14]([CH2:17][Cl:19])[cH:15][cH:16]3)[cH:6][cH:7]1. The reactants are CN1CCOCC1 (N-methylmorpholine), CCCP1(=O)OP(=O)(OP(=O)(O1)CCC)CCC (1-propanephosphonic acid cyclic anhydride), C(C)(C)(C)OC(=O)N1CC(C1)OC1=C(C=C(C=C1)N)OC (3-(4-amino-2-methoxy-phenoxy)-azetidine-1-carboxylic acid tert-butyl ester), ClC1=CC=C(C=C1)C=1SC(=C(N1)CC(=O)OC)C(=O)O (2-(4-chloro-phenyl)-4-methoxycarbonylmethyl-thiazole-5-carboxylic acid). Run in C1CCOC1 (THF). Run at temperature 5 celsius. Product: C(C)(C)(C)OC(=O)N1CC(C1)OC1=C(C=C(C=C1)NC(=O)C1=C(N=C(S1)C1=CC=C(C=C1)Cl)CC(=O)OC)OC (3-(4-{[2-(4-Chloro-phenyl)-4-methoxycarbonylmethyl-thiazole-5-carbonyl]-amino}-2-methoxy-phenoxy)-azetidine-1-carboxylic acid tert-butyl ester). The yield is 89.8%. As a reaction SMILES: CCCP1(OP(CCC)(=O)OP(CCC)(=O)O1)=O.[Cl:19][C:20]1[CH:25]=[CH:24][C:23]([C:26]2[S:27][C:28]([C:36]([OH:38])=O)=[C:29]([CH2:31][C:32]([O:34][CH3:35])=[O:33])[N:30]=2)=[CH:22][CH:21]=1.[C:39]([O:43][C:44]([N:46]1[CH2:49][CH:48]([O:50][C:51]2[CH:56]=[CH:55][C:54]([NH2:57])=[CH:53][C:52]=2[O:58][CH3:59])[CH2:47]1)=[O:45])([CH3:42])([CH3:41])[CH3:40].CN1CCOCC1>C1COCC1>[C:39]([O:43][C:44]([N:46]1[CH2:47][CH:48]([O:50][C:51]2[CH:56]=[CH:55][C:54]([NH:57][C:36]([C:28]3[S:27][C:26]([C:23]4[CH:22]=[CH:21][C:20]([Cl:19])=[CH:25][CH:24]=4)=[N:30][C:29]=3[CH2:31][C:32]([O:34][CH3:35])=[O:33])=[O:38])=[CH:53][C:52]=2[O:58][CH3:59])[CH2:49]1)=[O:45])([CH3:42])([CH3:41])[CH3:40]. Procedure details: Mix 1-propanephosphonic acid cyclic anhydride (50% in EtOAc) (528.7 g, 831.3 mmol) and THF (1110 mL) and chill to 5° C. Add 2-(4-chloro-phenyl)-4-methoxycarbonylmethyl-thiazole-5-carboxylic acid (185.0 g, 593.43 mmol) followed by 3-(4-amino-2-methoxy-phenoxy)-azetidine-1-carboxylic acid tert-butyl ester (192.2 g, 914.4 mmol). Charge N-methylmorpholine (99 mL, 1247 mmol) dropwise over 15 min and remove the ice bath immediately after the addition. Heat the reaction to 65° C. for 16 h and quench wi... Starting materials: CCOC(=O)c1cc2c(O)cccc2n1CC, CCI, CCOC(C)=O, [H-], [Na+], CN(C)C=O. The product is CCOC(=O)c1cc2c(OCC)cccc2n1CC. As a reaction SMILES: [CH2:1]([CH3:2])[O:3][C:4](=[O:5])[c:6]1[n:7]([CH2:16][CH3:17])[c:8]2[cH:9][cH:10][cH:11][c:12]([OH:15])[c:13]2[cH:14]1.[CH2:20]([CH3:21])[I:22].[CH3:28][CH2:29][O:30][C:31]([CH3:32])=[O:33].[H-:19].[Na+:18].[O:23]=[CH:24][N:25]([CH3:26])[CH3:27]>>[CH2:1]([CH3:2])[O:3][C:4](=[O:5])[c:6]1[n:7]([CH2:16][CH3:17])[c:8]2[cH:9][cH:10][cH:11][c:12]([O:15][CH2:20][CH3:21])[c:13]2[cH:14]1. Reactants: 8.14, C[C@@]1([C@@H](N2C(C[C@H]2S1(=O)=O)=O)C(=O)O)\C=C\C1=NC=CC=C1 ((E)-(2S,3S,5R)-3-methyl-3-(2-pyridin-2-yl- vinyl)-4,4,7-trioxo-4-thia-1-aza-bicyclo[3.2.0]heptane-2-carboxylic acid), ( 344.317 ), [Na] (sodium), [K+].[Br-] (KBr), 8.17. Run in O (water). The product is C[C@@]1([C@@H](N2C(C[C@H]2S1(=O)=O)=O)C(=O)O)\C=C\C1=NC=CC=C1.[Na] (Sodium (E)-(2S,3S,5R)-3-methyl-3-(2-pyridin-2-yl-vinyl)-4,4,7-trioxo-4-thia-1-aza-bicyclo[3.2.0]heptane-2-carboxylic acid). RXN SMILES: [CH3:1][C@@:2]1(/[CH:15]=[CH:16]/[C:17]2[CH:22]=[CH:21][CH:20]=[CH:19][N:18]=2)[S:8](=[O:10])(=[O:9])[C@H:7]2[N:4]([C:5](=[O:11])[CH2:6]2)[C@H:3]1[C:12]([OH:14])=[O:13].[Na:23].[K+].[Br-]>O>[CH3:1][C@@:2]1(/[CH:15]=[CH:16]/[C:17]2[CH:22]=[CH:21][CH:20]=[CH:19][N:18]=2)[S:8](=[O:9])(=[O:10])[C@H:7]2[N:4]([C:5](=[O:11])[CH2:6]2)[C@H:3]1[C:12]([OH:14])=[O:13].[Na:23] |f:2.3,5.6,^1:22,48|. Procedure details: 83 mg (0.17 mmol) of (E)-(2S,3S,5R)-3-methyl-3-(2-pyridin-2-yl- vinyl)-4,4,7-trioxo-4-thia-1-aza-bicyclo[3.2.0]heptane-2-carboxylic acid were converted into the corresponding sodium salt analogously to Example 10. Yield: 89 mg (100%) of colorless lyophilizate IR (KBr): 1784, 1629, 1587, 1478, 1396, 1320, 1187, 1141, 980 cm-1Elementary analysis: C14H13N2O5SNa (344.317) Calc. C 48.84 H 3.81 N 8.14 Found#) C 49.18 H 4.23 N 8.17 #) anhydrous, calculated with 6.86% water Starting materials: CC(C(=O)[O-])C1CCN2C1=C(C=1C(=CC(=CC21)F)Br)SC2=CC=C(C=C2)Cl ((+/−)-methyl[8-bromo-9-[(4-chlorophenyl)sulfanyl]-6-fluoro-2,3-dihydro-1H-pyrrolo[1,2-a]indol-1-yl]acetate), COC1=C(C=CC=C1)B(O)O (2-methoxyphenylboronic acid). The product is ClC1=CC=C(C=C1)SC1=C2N(C=3C=C(C=C(C13)C1=C(C=CC=C1)OC)F)CCC2CC(=O)O ((+/−)-[9-[(4-CHLOROPHENYL)THIO]-6-FLUORO-8-(2-METHOXYPHENYL)-2,3-DIHYDRO-1H-PYRROLO[1,2-a]INDOL-1-YL]ACETIC ACID). As a reaction SMILES: C[CH:2]([CH:6]1[C:10]2=[C:11]([S:20][C:21]3[CH:26]=[CH:25][C:24]([Cl:27])=[CH:23][CH:22]=3)[C:12]3[C:13](Br)=[CH:14][C:15]([F:18])=[CH:16][C:17]=3[N:9]2[CH2:8][CH2:7]1)[C:3]([O-:5])=[O:4].[CH3:28][O:29][C:30]1[CH:35]=[CH:34][CH:33]=[CH:32][C:31]=1B(O)O>>[Cl:27][C:24]1[CH:25]=[CH:26][C:21]([S:20][C:11]2[C:12]3[C:13]([C:31]4[CH:32]=[CH:33][CH:34]=[CH:35][C:30]=4[O:29][CH3:28])=[CH:14][C:15]([F:18])=[CH:16][C:17]=3[N:9]3[CH2:8][CH2:7][CH:6]([CH2:2][C:3]([OH:5])=[O:4])[C:10]=23)=[CH:22][CH:23]=1. Reported procedure: Starting from (+/−)-methyl[8-bromo-9-[(4-chlorophenyl)sulfanyl]-6-fluoro-2,3-dihydro-1H-pyrrolo[1,2-a]indol-1-yl]acetate (Example 7, Step 9) and 2-methoxyphenylboronic acid, the title compound was synthesized following the procedures described in Example 108. The reactants are NC=1C=C(C=CC1)CN(C)C (N-(3-aminophenylmethyl)dimethylamine), O (water), C(C1=CC=CC=C1)(=O)Cl (Benzoyl chloride), [S-]C#N.[NH4+] (ammonium thiocyanate). Solvent: CC(=O)C (acetone), CC(=O)C (acetone). Reaction conditions: time 20 minute. The product is N(C(=S)N)C=1C=C(C=CC1)CN(C)C (N-(3-thioureidophenylmethyl)dimethylamine). The yield is 34.2%. As a reaction SMILES: C(Cl)(=O)C1C=CC=CC=1.[S-:10][C:11]#[N:12].[NH4+].[NH2:14][C:15]1[CH:16]=[C:17]([CH2:21][N:22]([CH3:24])[CH3:23])[CH:18]=[CH:19][CH:20]=1.O>CC(C)=O>[NH:14]([C:15]1[CH:16]=[C:17]([CH2:21][N:22]([CH3:24])[CH3:23])[CH:18]=[CH:19][CH:20]=1)[C:11]([NH2:12])=[S:10] |f:1.2|. Reported procedure: Benzoyl chloride (0.18 ml) was added to a solution of ammonium thiocyanate (0.12 g) in acetone (7 ml) and heated under reflux for 5 min. Subsequently, a solution of the compound (0.21 g) obtained in Example 38 in acetone (6 ml) was added. The reaction mixture was stirred at room temperature for 20 min and then water was added to give a yellow precipitate, which was separated off by filtration. To the recovered product, 10% aqueous sodium hydroxide solution (20 ml) was added and heated under refl... The reactants are CNC1CCC(CC1)O (4-methylaminocyclohexanol), CN(C(C1=CC=C(C=C1)F)=O)C1CCC(CC1)=O (4-(N-methyl-4-fluorobenzamido)-cyclohexanone), FC1=CC=C(C(=O)Cl)C=C1 (4-fluorobenzoyl chloride), CN(C(C1=CC=C(C=C1)F)=O)C1CCC(CC1)O (4-(N-methyl-4-fluorobenzamido)-cyclohexanol). Yields the product FC1=CC=C(CCNC2CCC=3NC4=C(C=CC=C4C3C2)F)C=C1 (3 -[(4-Fluorobenzyl)methylamino]-8-fluoro-1,2,3,4-tetrahydrocarbazole). Reaction SMILES: [CH3:1][NH:2][CH:3]1[CH2:8][CH2:7][CH:6](O)[CH2:5][CH2:4]1.[F:10][C:11]1[CH:19]=[CH:18][C:14]([C:15](Cl)=O)=[CH:13][CH:12]=1.C[N:21]([CH:31]1[CH2:36][CH2:35][CH:34](O)[CH2:33][CH2:32]1)C(=O)C1C=CC(F)=CC=1.CN(C1CCC(=O)CC1)C(=O)C1C=CC([F:47])=CC=1>>[F:10][C:11]1[CH:19]=[CH:18][C:14]([CH2:15][CH2:1][NH:2][CH:3]2[CH2:8][C:7]3[C:36]4[C:31](=[C:32]([F:47])[CH:33]=[CH:34][CH:35]=4)[NH:21][C:6]=3[CH2:5][CH2:4]2)=[CH:13][CH:12]=1. Procedure: Following procedures similar to those described in Example 260 there was obtained from 64.6 g. of 4-methylaminocyclohexanol, on reaction with 87.2 g. of 4-fluorobenzoyl chloride, 100.6 g. of 4-(N-methyl-4-fluorobenzamido)-cyclohexanol, m.p. 120°-130° C., 25.1 g. of which were oxidized to give 22.3 g. of 4-(N-methyl-4-fluorobenzamido)-cyclohexanone, m.p. 132°-136° C. The reactants are C(C)OC(C(CC1=CC(=CC=C1)OCCC1N(C(N(C1)CC1=CC=C(C=C1)C(F)(F)F)=O)C)(OC1=CC=CC=C1)C)=O (2-Methyl-3-(3-{2-[3-methyl-2-oxo-1-(4-trifluoromethyl-benzyl)-imidazolidin-4-yl]-ethoxy}-phenyl)-2-phenoxy-propionic acid ethyl ester), [OH-].[Na+] (NaOH), Cl (HCl). The solvent is CO (methanol). Reaction conditions: time 20 hour. Product: CC(C(=O)O)(CC1=CC(=CC=C1)OCCC1N(C(N(C1)CC1=CC=C(C=C1)C(F)(F)F)=O)C)OC1=CC=CC=C1 (2-Methyl-3-(3-{2-[3-methyl-2-oxo-1-(4-trifluoromethyl-benzyl)-imidazolidin-4-yl]-ethoxy}-phenyl)-2-phenoxy-propionic acid). RXN SMILES: C([O:3][C:4](=[O:42])[C:5]([CH3:41])([O:34][C:35]1[CH:40]=[CH:39][CH:38]=[CH:37][CH:36]=1)[CH2:6][C:7]1[CH:12]=[CH:11][CH:10]=[C:9]([O:13][CH2:14][CH2:15][CH:16]2[CH2:20][N:19]([CH2:21][C:22]3[CH:27]=[CH:26][C:25]([C:28]([F:31])([F:30])[F:29])=[CH:24][CH:23]=3)[C:18](=[O:32])[N:17]2[CH3:33])[CH:8]=1)C.[OH-].[Na+].Cl>CO>[CH3:41][C:5]([O:34][C:35]1[CH:40]=[CH:39][CH:38]=[CH:37][CH:36]=1)([CH2:6][C:7]1[CH:12]=[CH:11][CH:10]=[C:9]([O:13][CH2:14][CH2:15][CH:16]2[CH2:20][N:19]([CH2:21][C:22]3[CH:27]=[CH:26][C:25]([C:28]([F:31])([F:29])[F:30])=[CH:24][CH:23]=3)[C:18](=[O:32])[N:17]2[CH3:33])[CH:8]=1)[C:4]([OH:42])=[O:3] |f:1.2|. Reported procedure: To a solution of the ester obtained from Step A (72 mg, 0.12 mmol) in methanol (2 ml) is added 5N NaOH (0.5 ml, 2.5 mmol), and the mixture stirred for 20 hours at ambient temperature. The mixture is poured into 1N HCl (20 ml), then extracted with ethyl acetate (2×15 ml). The combined ethyl acetate extracts were washed with water, brine, dried (Na2SO4), and concentrated to an oil (64 mg, 94%) (diastereomer 4).